describe an organic reaction: reactants, conditions, products, and yield From a dataset of the Open Reaction Database (ORD), a public repository of structured organic reaction records. Reactants: C(C)(C)(C)OC(N[C@@H]1C(N(CC1)C1=CC=C(C=C1)O)=O)=O ((S)-[1-(4-hydroxy-phenyl)-2-oxo-pyrrolidin-3-yl]-carbamic acid tert-butyl ester), FC1=C(CBr)C(=CC=C1)F (2,6-difluorobenzylbromide), C([O-])([O-])=O.[K+].[K+] (potassium carbonate). The product is C(C)(C)(C)OC(N[C@@H]1C(N(CC1)C1=CC=C(C=C1)OCC1=C(C=CC=C1F)F)=O)=O ((S)-{1-[4-(2,6-Difluoro-benzyloxy)-phenyl]-2-oxo-pyrrolidin-3-yl}-carbamic Acid Tert-Butyl Ester). RXN SMILES: [C:1]([O:5][C:6](=[O:21])[NH:7][C@H:8]1[CH2:12][CH2:11][N:10]([C:13]2[CH:18]=[CH:17][C:16]([OH:19])=[CH:15][CH:14]=2)[C:9]1=[O:20])([CH3:4])([CH3:3])[CH3:2].[F:22][C:23]1[CH:30]=[CH:29][CH:28]=[C:27]([F:31])[C:24]=1[CH2:25]Br.C(=O)([O-])[O-].[K+].[K+]>>[C:1]([O:5][C:6](=[O:21])[NH:7][C@H:8]1[CH2:12][CH2:11][N:10]([C:13]2[CH:14]=[CH:15][C:16]([O:19][CH2:25][C:24]3[C:23]([F:22])=[CH:30][CH:29]=[CH:28][C:27]=3[F:31])=[CH:17][CH:18]=2)[C:9]1=[O:20])([CH3:4])([CH3:2])[CH3:3] |f:2.3.4|. Reported procedure: In an analogous manner to that described in Example 2c), the alkylation of the (S)-[1-(4-hydroxy-phenyl)-2-oxo-pyrrolidin-3-yl]-carbamic acid tert-butyl ester [Example 16 a)] with 2,6-difluorobenzylbromide in presence of potassium carbonate yields the title compound as a white solid; MS: m/e=419 (M+H)+. Starting materials: [Br-], C1CCOC1, C#CCSc1ccccc1C=O, C=C[Mg+], [Cl-], [NH4+]. Yields the product C#CCSc1ccccc1C(O)C=C. Reaction SMILES: [Br-:13].[CH2:19]1[O:20][CH2:21][CH2:22][CH2:23]1.[CH2:1]([C:2]#[CH:3])[S:4][c:5]1[c:6]([CH:7]=[O:8])[cH:9][cH:10][cH:11][cH:12]1.[CH:14](=[CH2:15])[Mg+:16].[Cl-:17].[NH4+:18]>>[CH2:1]([C:2]#[CH:3])[S:4][c:5]1[c:6]([CH:7]([OH:8])[CH:14]=[CH2:15])[cH:9][cH:10][cH:11][cH:12]1. The reactants are [N+](=O)([O-])C=1C=C(CNC=2C3=C(N=C(N2)C2=CC=C(C(=O)O)C=C2)SC=C3C)C=CC1 (4-[4-(3-nitrobenzylamino)-5-methyl-thieno-[2,3-d]-pyrimidin-2-yl]-benzoic acid). The reagents and catalysts are [Ni] (Raney nickel). The solvent is CO (methanol). The product is NC=1C=C(CNC=2C3=C(N=C(N2)C2=CC=C(C(=O)O)C=C2)SC=C3C)C=CC1 (4-[4-(3-amino-benzylamino)-5-methyl-thieno-[2,3-d]-pyrimidin-2-yl]-benzoic acid). RXN SMILES: [N+:1]([C:4]1[CH:5]=[C:6]([CH:28]=[CH:29][CH:30]=1)[CH2:7][NH:8][C:9]1[C:10]2[C:26]([CH3:27])=[CH:25][S:24][C:11]=2[N:12]=[C:13]([C:15]2[CH:23]=[CH:22][C:18]([C:19]([OH:21])=[O:20])=[CH:17][CH:16]=2)[N:14]=1)([O-])=O>CO.[Ni]>[NH2:1][C:4]1[CH:5]=[C:6]([CH:28]=[CH:29][CH:30]=1)[CH2:7][NH:8][C:9]1[C:10]2[C:26]([CH3:27])=[CH:25][S:24][C:11]=2[N:12]=[C:13]([C:15]2[CH:16]=[CH:17][C:18]([C:19]([OH:21])=[O:20])=[CH:22][CH:23]=2)[N:14]=1. Procedure details: A solution of 4-[4-(3-nitrobenzylamino)-5-methyl-thieno-[2,3-d]-pyrimidin-2-yl]-benzoic acid in methanol is hydrogenated in the presence of Raney nickel. The catalyst is filtered off and the solution is concentrated. After recrystallization, 4-[4-(3-amino-benzylamino)-5-methyl-thieno-[2,3-d]-pyrimidin-2-yl]-benzoic acid is obtained.